From a dataset of the Open Reaction Database (ORD), a public repository of structured organic reaction records. describe an organic reaction: reactants, conditions, products, and yield Starting materials: OCC1=CC(=C(C(=O)OC)C=C1)C1=C(C=CC=C1)C (4-hydroxymethyl-2-(2-methylphenyl)benzoic acid, methyl ester), C1(=CC=CC=C1)P(C1=CC=CC=C1)C1=CC=CC=C1 (Triphenylphosphine), N1C=NC=C1 (imidazole), II (Iodine). Run in CCOCC (ether), C(C)#N (acetonitrile), CCCCCC.CCOCC (hexane ether), CCOCC (ether). Reaction conditions: time 1 hour. Product: ICC1=CC(=C(C(=O)OC)C=C1)C1=C(C=CC=C1)C (4-Iodomethyl-2-(2-methylphenyl)benzoic acid, methyl ester). The yield is 71.5%. RXN SMILES: C1(P(C2C=CC=CC=2)C2C=CC=CC=2)C=CC=CC=1.N1C=CN=C1.[I:25]I.O[CH2:28][C:29]1[CH:38]=[CH:37][C:32]([C:33]([O:35][CH3:36])=[O:34])=[C:31]([C:39]2[CH:44]=[CH:43][CH:42]=[CH:41][C:40]=2[CH3:45])[CH:30]=1>CCOCC.CCCCCC.CCOCC.C(#N)C>[I:25][CH2:28][C:29]1[CH:38]=[CH:37][C:32]([C:33]([O:35][CH3:36])=[O:34])=[C:31]([C:39]2[CH:44]=[CH:43][CH:42]=[CH:41][C:40]=2[CH3:45])[CH:30]=1 |f:5.6|. Procedure details: Triphenylphosphine (5.16 g), and imidazole (1.34 g) were dissolved in 3:1 ether:acetonitrile (80 mL), and the reaction was cooled to 0° C. Iodine (5.0 g) was added with vigorous stirring, and the reaction was warmed to ambient temperature. After 1 h, the reaction was recooled to 0° C. and 4-hydroxymethyl-2-(2-methylphenyl)benzoic acid, methyl ester (example 1178C, 4.6 g) was added as a solution in ether (20 mL). After 4 h at ambient temperature, the reaction was diluted with hexane/ether (1:1, 2... Reactants: BrC=1C=C2C(CC(OC2=CC1)C1=CC=CC=C1)=O (6-bromo-2-phenylchroman-4-one), ice water, C[Si](C)(C)N=C=N[Si](C)(C)C (bis-trimethylsilylcarbodiimide). Reagents/catalysts: Cl[Ti](Cl)(Cl)Cl (TiCl4). Run in C(Cl)Cl (DCM). Conditions: time 1 hour. The product is BrC=1C=C2\C(\CC(OC2=CC1)C1=CC=CC=C1)=N\C#N ((E)-N-(6-bromo-2-phenylchroman-4-ylidene)cyanamide). The yield is 82.0%. Reaction SMILES: [Br:1][C:2]1[CH:3]=[C:4]2[C:9](=[CH:10][CH:11]=1)[O:8][CH:7]([C:12]1[CH:17]=[CH:16][CH:15]=[CH:14][CH:13]=1)[CH2:6][C:5]2=O.C[Si]([N:23]=[C:24]=[N:25][Si](C)(C)C)(C)C>C(Cl)Cl.Cl[Ti](Cl)(Cl)Cl>[Br:1][C:2]1[CH:3]=[C:4]2[C:9](=[CH:10][CH:11]=1)[O:8][CH:7]([C:12]1[CH:17]=[CH:16][CH:15]=[CH:14][CH:13]=1)[CH2:6]/[C:5]/2=[N:25]\[C:24]#[N:23]. Reported procedure: To a solution of 6-bromo-2-phenylchroman-4-one (1.016 g, 3.35 mmol) in anhydrous DCM under N2 atmosphere was added 1 M TiCl4 (in DCM, 6.7 mL, 6.7 mmol) dropwise within 15 min at room temperature. The mixture was stirred for 1 h after the addition. To this mixture was added bis-trimethylsilylcarbodiimide (1.374 g, 7.37 mmol) dropwise. The resulting mixture was stirred for another 24 h after the addition. The reaction mixture was poured into ice-water (100 g), stirred for a while and filtered thro... The reactants are O (water), compound, BrC1=CC=C(C=C1)C1=CC=C(C=C1)C(C)=O (4'-Bromo-4-acetylbiphenyl), N1CCOCC1 (morpholine), [S] (sulfur). Reaction conditions: time 5 hour. The product is BrC1=CC=C(C=C1)C1=CC=C(C=C1)CC(=O)O (4'-Bromo-4-carboxymethylbiphenyl). RXN SMILES: [Br:1][C:2]1[CH:7]=[CH:6][C:5]([C:8]2[CH:13]=[CH:12][C:11](C(=O)C)=[CH:10][CH:9]=2)=[CH:4][CH:3]=1.[S].[OH2:18].N1[CH2:24][CH2:23][O:22]CC1>>[Br:1][C:2]1[CH:3]=[CH:4][C:5]([C:8]2[CH:13]=[CH:12][C:11]([CH2:24][C:23]([OH:22])=[O:18])=[CH:10][CH:9]=2)=[CH:6][CH:7]=1 |^3:16|. Reported procedure: The compound (3 g) obtained in the above (1) is suspended in morpholine (20 ml), and thereto is added sulfur (0.71 g), and the mixture is refluxed with stirring for five hours. After cooling, the reaction mixture is poured into water, and extracted with ethyl acetate. The organic layer is washed with 1N hydrochloric acid (twice) and a saturated brine (twice), and dried over anhydrous sodium sulfate. The desiccant is removed by filtration, and the filtrate is concentrated under reduced pressure. ... The reactants are CC(C)=O, O=C(O)C(F)(F)F, CCI, [K+], [K+], O=C([O-])[O-], CSc1sc(C(=N)N)cc1S(=O)(=O)c1cccc(-c2nc3ccccc3[nH]2)c1. The product is O=C(O)C(F)(F)F, CCn1c(-c2cccc(S(=O)(=O)c3cc(C(=N)N)sc3SC)c2)nc2ccccc21. Reaction SMILES: [CH3:45][C:46](=[O:47])[CH3:48].[F:1][C:2]([C:3](=[O:4])[OH:5])([F:6])[F:7].[I:42][CH2:43][CH3:44].[K+:36].[K+:37].[O-:38][C:39]([O-:40])=[O:41].[nH:8]1[c:9](-[c:17]2[cH:18][c:19]([S:23](=[O:24])(=[O:25])[c:26]3[cH:27][c:28]([C:33](=[NH:34])[NH2:35])[s:29][c:30]3[S:31][CH3:32])[cH:20][cH:21][cH:22]2)[n:10][c:11]2[c:12]1[cH:13][cH:14][cH:15][cH:16]2>>[F:1][C:2]([C:3](=[O:4])[OH:5])([F:6])[F:7].[n:8]1([CH2:43][CH3:44])[c:9](-[c:17]2[cH:18][c:19]([S:23](=[O:24])(=[O:25])[c:26]3[cH:27][c:28]([C:33](=[NH:34])[NH2:35])[s:29][c:30]3[S:31][CH3:32])[cH:20][cH:21][cH:22]2)[n:10][c:11]2[c:12]1[cH:13][cH:14][cH:15][cH:16]2. Run in N1=CC=CC=C1 (pyridine). Product: C1(=CCCC1)C(=NO)C1=CC=CC=C1 (cyclopenten-1-ylphenylmethanone oxime). Reactants: C1(CCCC1)C(=O)C1=CC=CC=C1 (cyclopentylphenylmethanone), [Cl-].O[NH3+] (hydroxyl ammonium chloride). Procedure details: A mixture of cyclopentylphenylmethanone (15.0 g, 86 mmol), hydroxyl ammonium chloride (12.0 g, 172 mmol) and anhydrous pyridine (90 ml) was heated at reflux for 16 h. The reaction mixture was allowed to cool to room temperature and the solvent evaporated in vacuo. To the residue was added 10% aqueous citric acid (100 ml) and the mixture was extracted with ethyl acetate (100 ml). The organic phase was washed with 10 % aqueous citric acid (50 ml), brine (25 ml) and dried (Na2SO4). The solvent was ... The yield is 36.0%. RXN SMILES: [CH:1]1([C:6]([C:8]2[CH:13]=[CH:12][CH:11]=[CH:10][CH:9]=2)=O)[CH2:5][CH2:4][CH2:3][CH2:2]1.[Cl-].[OH:15][NH3+:16]>N1C=CC=CC=1>[C:1]1([C:6]([C:8]2[CH:13]=[CH:12][CH:11]=[CH:10][CH:9]=2)=[N:16][OH:15])[CH2:5][CH2:4][CH2:3][CH:2]=1 |f:1.2|. Starting materials: NCCC1(C(CN(CC1)CC1=CC=CC=C1)O)C(=O)OCC (ethyl 4-(2-aminoethyl)-1-benzyl-3-hydroxypiperidine-4-carboxylate). Run in CO (methanol), N (ammonia). Conditions: temperature 45 celsius, time 8 hour. Product: C(C1=CC=CC=C1)N1CC(C2(CCNC2=O)CC1)O (8-benzyl-6-hydroxy-2,8-diazaspiro[4.5]decan-1-one). RXN SMILES: [NH2:1][CH2:2][CH2:3][C:4]1([C:18]([O:20]CC)=O)[CH2:9][CH2:8][N:7]([CH2:10][C:11]2[CH:16]=[CH:15][CH:14]=[CH:13][CH:12]=2)[CH2:6][CH:5]1[OH:17]>CO.N>[CH2:10]([N:7]1[CH2:8][CH2:9][C:4]2([C:18](=[O:20])[NH:1][CH2:2][CH2:3]2)[CH:5]([OH:17])[CH2:6]1)[C:11]1[CH:16]=[CH:15][CH:14]=[CH:13][CH:12]=1. Procedure details: Into a 10000-mL 3-necked round-bottom flask was placed a solution of ethyl 4-(2-aminoethyl)-1-benzyl-3-hydroxypiperidine-4-carboxylate (220 g, 718.02 mmol, 1.00 equiv) in methanol (2000 mL) and ammonia (2000 mL). The resulting solution was stirred overnight at 45° C. The resulting mixture was concentrated under vacuum. The residue was applied onto a silica gel column and eluted with dichloromethane/methanol to obtain the title compound. Reactants: FC(C(=O)NC1=CC=C(C=C1)I)(F)F (2,2,2-trifluoro-N-(4-iodophenyl)acetamide), C1(=CC=CC=C1)P(C1=CC=CC=C1)C1=CC=CC=C1 (triphenylphosphine), ClCCCC#C (5-chloropentyne). The reagents and catalysts are Cl[Pd]([P](C1=CC=CC=C1)(C2=CC=CC=C2)C3=CC=CC=C3)([P](C4=CC=CC=C4)(C5=CC=CC=C5)C6=CC=CC=C6)Cl (dichlorobis(triphenylphosphine)palladium(II)), [Cu]I (copper (I) iodide). The solvent is C(C)N(CC)CC (triethylamine). Run at temperature 55 celsius. The product is ClCCCC#CC1=CC=C(C=C1)NC(C(F)(F)F)=O (N-(4-(5-chloropent-1-yn-1-yl)phenyl)-2,2,2-trifluoroacetamide). Reaction SMILES: [F:1][C:2]([F:14])([F:13])[C:3]([NH:5][C:6]1[CH:11]=[CH:10][C:9](I)=[CH:8][CH:7]=1)=[O:4].C1(P(C2C=CC=CC=2)C2C=CC=CC=2)C=CC=CC=1.[Cl:34][CH2:35][CH2:36][CH2:37][C:38]#[CH:39]>C(N(CC)CC)C.Cl[Pd](Cl)([P](C1C=CC=CC=1)(C1C=CC=CC=1)C1C=CC=CC=1)[P](C1C=CC=CC=1)(C1C=CC=CC=1)C1C=CC=CC=1.[Cu]I>[Cl:34][CH2:35][CH2:36][CH2:37][C:38]#[C:39][C:9]1[CH:10]=[CH:11][C:6]([NH:5][C:3](=[O:4])[C:2]([F:14])([F:13])[F:1])=[CH:7][CH:8]=1 |^1:49,68|. Procedure: A mixture of 2,2,2-trifluoro-N-(4-iodophenyl)acetamide (3.2 g, 10 mmol, prepared according to Melissaris, A. P. and Litt, M. H. J Org Chem 1994, 59, 5818-5821), dichlorobis(triphenylphosphine)palladium(II) (0.14 g, 0.2 mmol), triphenylphosphine (19 mg, 0.07 mmol), and copper (I) iodide (0.019 g, 0.1 mmol) in triethylamine (50 mL) was degassed under Argon for 10 minutes while stirring in a 55° C. oil bath. The mixture was then treated with 5-chloropentyne (1.1 mL, 10 mmol). After four hours of he...